This data is from the Open Reaction Database (ORD), a public repository of structured organic reaction records. The task is: describe an organic reaction: reactants, conditions, products, and yield Starting materials: C(C1=CC=CC=C1)OC1=C(N(C=CC1=O)CCO)C(C=1C=NC=CC1)O (3-benzyloxy-1-(2-hydroxy-ethyl)-2-(hydroxy-pyridin-3-yl-methyl)-1H-pyridin-4-one). Run in CO (methanol). Yields the product OC1=C(N(C=CC1=O)CCO)C(C=1C=NC=CC1)O (3-hydroxy-1-(2-hydroxy-ethyl)-2-(hydroxy-pyridin-3-yl-methyl)-1H-pyridin-4-one). As a reaction SMILES: C([O:8][C:9]1[C:14](=[O:15])[CH:13]=[CH:12][N:11]([CH2:16][CH2:17][OH:18])[C:10]=1[CH:19]([OH:26])[C:20]1[CH:21]=[N:22][CH:23]=[CH:24][CH:25]=1)C1C=CC=CC=1>CO>[OH:8][C:9]1[C:14](=[O:15])[CH:13]=[CH:12][N:11]([CH2:16][CH2:17][OH:18])[C:10]=1[CH:19]([OH:26])[C:20]1[CH:21]=[N:22][CH:23]=[CH:24][CH:25]=1. Procedure: At room temperature and under normal pressure, 0.6 g of 3-benzyloxy-1-(2-hydroxy-ethyl)-2-(hydroxy-pyridin-3-yl-methyl)-1H-pyridin-4-one are hydrogenated in 20 ml of methanol until 1 mol of H2 per mol of starting material has been taken up. The catalyst is removed by filtration and the flitrate is concentrated to dryness by evaporation. The residue is recrystallised from methanol, yielding 3-hydroxy-1-(2-hydroxy-ethyl)-2-(hydroxy-pyridin-3-yl-methyl)-1H-pyridin-4-one in the form of colourless cr... The reactants are Cl (HCl), CC(=O)C=1C=CC(=CC1)O (4-hydroxyacetophenone), [OH-].[Na+] (NaOH), C(C1=CC=CC=C1)=O (Benzaldehyde). Run at time 8 hour. The product is OC1=CC=C(C=C1)C=CC(=O)C1=CC=CC=C1 (4-hydroxychalcone). The yield is 50.0%. Reaction SMILES: [CH3:1][C:2]([C:4]1[CH:5]=[CH:6][C:7]([OH:10])=[CH:8][CH:9]=1)=O.[OH-].[Na+].[CH:13](=[O:20])[C:14]1[CH:19]=[CH:18][CH:17]=[CH:16][CH:15]=1.Cl>>[OH:10][C:7]1[CH:8]=[CH:9][C:4]([CH:2]=[CH:1][C:13]([C:14]2[CH:19]=[CH:18][CH:17]=[CH:16][CH:15]=2)=[O:20])=[CH:5][CH:6]=1 |f:1.2|. Procedure details: The photo-reactive group of the side chain was synthesized as follows. First, 10.2 g (0.075 mol) of 4-hydroxyacetophenone was dissolved into 0.7 w/v % aqueous solution of NaOH. Benzaldehyde (8 g (0.075 mol)) then was added and the resulting solution was stirred for 8 hours at a room temperature. Then, the solution was neutralized with 5N HCl to yield 4-hydroxychalcone at 50% yield as follows.